The task is: describe an organic reaction: reactants, conditions, products, and yield. This data is from the Open Reaction Database (ORD), a public repository of structured organic reaction records. Procedure: A solution of 6-benzyloxy-3-chloromethyl-2-isobutyl-4-(4,4,4-trifluorobutoxy)-1(2H)-isoquinolinone (3.37 g, 7 mmol) and potassium phthalimide (1.94 g, 10.5 mmol) in N,N-dimethylformamide (30 mL) was stirred at room temperature for 6 h. The reaction mixture was poured into water and extracted with ethyl acetate. After washing the extract with water, and the extract was dried over anhydrous magnesium sulfate and concentrated under reduced pressure. The obtained crystals were recrystallized from et... The yield is 94.3%. The reactants are C(C1=CC=CC=C1)OC=1C=C2C(=C(N(C(C2=CC1)=O)CC(C)C)CCl)OCCCC(F)(F)F (6-benzyloxy-3-chloromethyl-2-isobutyl-4-(4,4,4-trifluorobutoxy)-1(2H)-isoquinolinone), C1(C=2C(C(N1)=O)=CC=CC2)=O.[K] (potassium phthalimide), O (water). Reaction SMILES: [CH2:1]([O:8][C:9]1[CH:10]=[C:11]2[C:16](=[CH:17][CH:18]=1)[C:15](=[O:19])[N:14]([CH2:20][CH:21]([CH3:23])[CH3:22])[C:13]([CH2:24]Cl)=[C:12]2[O:26][CH2:27][CH2:28][CH2:29][C:30]([F:33])([F:32])[F:31])[C:2]1[CH:7]=[CH:6][CH:5]=[CH:4][CH:3]=1.[C:34]1(=[O:44])[NH:38][C:37](=[O:39])[C:36]2=[CH:40][CH:41]=[CH:42][CH:43]=[C:35]12.[K].O>CN(C)C=O>[CH2:1]([O:8][C:9]1[CH:10]=[C:11]2[C:16](=[CH:17][CH:18]=1)[C:15](=[O:19])[N:14]([CH2:20][CH:21]([CH3:23])[CH3:22])[C:13]([CH2:24][N:38]1[C:34](=[O:44])[C:35]3[C:36](=[CH:40][CH:41]=[CH:42][CH:43]=3)[C:37]1=[O:39])=[C:12]2[O:26][CH2:27][CH2:28][CH2:29][C:30]([F:33])([F:32])[F:31])[C:2]1[CH:7]=[CH:6][CH:5]=[CH:4][CH:3]=1 |f:1.2,^1:44|. Product: C(C1=CC=CC=C1)OC=1C=C2C(=C(N(C(C2=CC1)=O)CC(C)C)CN1C(C2=CC=CC=C2C1=O)=O)OCCCC(F)(F)F (2-[[6-benzyloxy-2-isobutyl-1-oxo-4-(4,4,4-trifluorobutoxy)-1,2-dihydro-3-isoquinolinyl]methyl]-1H-isoindole-1,3(2H)-dione). Run in CN(C=O)C (N,N-dimethylformamide).